This data is from the Open Reaction Database (ORD), a public repository of structured organic reaction records. The task is: describe an organic reaction: reactants, conditions, products, and yield Reactants: FC(C(=O)O)(F)F (trifluoroacetic acid), C(C)(C)(C)OC(=O)N1CCC2(C(N(CN2C2=CC=C(C=C2)F)CC2=CC=CC=C2)=O)CC1 (8-tert-butoxycarbonyl-3-benzyl-1-(4-fluoro-phenyl)-4-oxo-1,3,8-triaza-spiro[4.5]decane). Run in C(C)OCC (diethyl ether). Reaction conditions: time 1 hour. Yields the product C(C1=CC=CC=C1)N1CN(C2(C1=O)CCNCC2)C2=CC=C(C=C2)F (3-benzyl-1-(4-fluoro-phenyl)-1,3,8-triaza-spiro[4.5]decan-4-one). As a reaction SMILES: FC(F)(F)C(O)=O.C(OC([N:15]1[CH2:39][CH2:38][C:18]2([N:22]([C:23]3[CH:28]=[CH:27][C:26]([F:29])=[CH:25][CH:24]=3)[CH2:21][N:20]([CH2:30][C:31]3[CH:36]=[CH:35][CH:34]=[CH:33][CH:32]=3)[C:19]2=[O:37])[CH2:17][CH2:16]1)=O)(C)(C)C>C(OCC)C>[CH2:30]([N:20]1[C:19](=[O:37])[C:18]2([CH2:38][CH2:39][NH:15][CH2:16][CH2:17]2)[N:22]([C:23]2[CH:28]=[CH:27][C:26]([F:29])=[CH:25][CH:24]=2)[CH2:21]1)[C:31]1[CH:36]=[CH:35][CH:34]=[CH:33][CH:32]=1. Procedure details: Cool trifluoroacetic acid (20 mL) using an ice bath and add 8-tert-butoxycarbonyl-3-benzyl-1-(4-fluoro-phenyl)-4-oxo-1,3,8-triaza-spiro[4.5]decane (10 mmol). After 1 h, dilute with diethyl ether (150 mL), filter to obtain a residue. Purify to obtain the title compound. Starting materials: CC(C)(C)OC(=O)CNC(=O)C(=O)c1cn(Cc2ccccc2)c2ccc(-c3ccc(OC(F)(F)F)cc3)cc12, ClCCl, O=C(O)C(F)(F)F. Yields the product O=C(O)CNC(=O)C(=O)c1cn(Cc2ccccc2)c2ccc(-c3ccc(OC(F)(F)F)cc3)cc12. RXN SMILES: [CH2:1]([c:2]1[cH:3][cH:4][cH:5][cH:6][cH:7]1)[n:8]1[cH:9][c:10]([C:28]([C:29](=[O:30])[NH:31][CH2:32][C:33](=[O:34])[O:35][C:36]([CH3:37])([CH3:38])[CH3:39])=[O:40])[c:11]2[cH:12][c:13](-[c:17]3[cH:18][cH:19][c:20]([O:23][C:24]([F:25])([F:26])[F:27])[cH:21][cH:22]3)[cH:14][cH:15][c:16]12.[CH2:48]([Cl:49])[Cl:50].[OH:41][C:42]([C:43]([F:44])([F:45])[F:46])=[O:47]>>[CH2:1]([c:2]1[cH:3][cH:4][cH:5][cH:6][cH:7]1)[n:8]1[cH:9][c:10]([C:28]([C:29](=[O:30])[NH:31][CH2:32][C:33](=[O:34])[OH:35])=[O:40])[c:11]2[cH:12][c:13](-[c:17]3[cH:18][cH:19][c:20]([O:23][C:24]([F:25])([F:26])[F:27])[cH:21][cH:22]3)[cH:14][cH:15][c:16]12. The reactants are C(C)(C)(C)OC(=O)N(C(=O)OC(C)(C)C)CCCCCCCCCN1CCC(CC1)CN1N=C(N=C1)C(C1=CC=CC=C1)(C1=CC=CC=C1)O (Di-tert-butyl{9-[4-({3-[hydroxy(diphenyl)methyl]-1H-1,2,4-triazol-1-yl}methyl)piperidin-1-yl]nonyl}imidodicarbonate), Cl (hydrogen chloride), CCOCC (ether). Solvent: C(C)O (ethanol). Conditions: time 18 hour. The product is N (ammonia), NCCCCCCCCCN1CCC(CC1)CN1N=C(N=C1)C(O)(C1=CC=CC=C1)C1=CC=CC=C1 ((1-{[1-(9-aminononyl)piperidin-4-yl]methyl}-1H-1,2,4-triazol-3-yl)(diphenyl)methanol). Reaction SMILES: C(OC([N:8]([CH2:16][CH2:17][CH2:18][CH2:19][CH2:20][CH2:21][CH2:22][CH2:23][CH2:24][N:25]1[CH2:30][CH2:29][CH:28]([CH2:31][N:32]2[CH:36]=[N:35][C:34]([C:37]([OH:50])([C:44]3[CH:49]=[CH:48][CH:47]=[CH:46][CH:45]=3)[C:38]3[CH:43]=[CH:42][CH:41]=[CH:40][CH:39]=3)=[N:33]2)[CH2:27][CH2:26]1)C(OC(C)(C)C)=O)=O)(C)(C)C.Cl.CCOCC>C(O)C>[NH3:8].[NH2:8][CH2:16][CH2:17][CH2:18][CH2:19][CH2:20][CH2:21][CH2:22][CH2:23][CH2:24][N:25]1[CH2:30][CH2:29][CH:28]([CH2:31][N:32]2[CH:36]=[N:35][C:34]([C:37]([C:38]3[CH:39]=[CH:40][CH:41]=[CH:42][CH:43]=3)([C:44]3[CH:45]=[CH:46][CH:47]=[CH:48][CH:49]=3)[OH:50])=[N:33]2)[CH2:27][CH2:26]1. Procedure: Di-tert-butyl{9-[4-({3-[hydroxy(diphenyl)methyl]-1H-1,2,4-triazol-1-yl}methyl)piperidin-1-yl]nonyl}imidodicarbonate (Preparation 27, 1.7 g, 2.46 mmol) was dissolved ethanol (30 ml) and hydrogen chloride in ether (2M, 30 ml, 60 mmol) added. After stirring at room temperature for 18 hours the solvent was removed in vacuo, and the residue partitioned between dichloromethane (200 ml) and saturated aqueous sodium bicarbonate solution (200 ml). The organic layer was separated, dried over magnesium sul... The reactants are IC1=NN(C2=CN=C(C=C21)C=2C=NC=CC2)COCC[Si](C)(C)C (3-iodo-5-(pyridin-3-yl)-1-((2-(trimethylsilyl)ethoxy)methyl)-1H-pyrazolo[3,4-c]pyridine), CN1N=C(C=C1)B1OC(C(O1)(C)C)(C)C (1-methyl-3-(4,4,5,5-tetramethyl-1,3,2-dioxaborolan-2-yl)-1H-pyrazole), C(C)(=O)[O-].[K+] (Potassium acetate), O (Water), O (Water). Run in C(C)#N (Acetonitrile), C([O-])([O-])=O.[Na+].[Na+] (Sodium carbonate). Reagents/catalysts: C1=CC=C(C=C1)P([C-]2C=CC=C2)C3=CC=CC=C3.C1=CC=C(C=C1)P([C-]2C=CC=C2)C3=CC=CC=C3.Cl[Pd]Cl.[Fe+2] (1,1′-Bis(diphenylphosphino)ferrocenepalladium (II) chloride). Reaction conditions: temperature 150 celsius. As a reaction SMILES: I[C:2]1[C:10]2[C:5](=[CH:6][N:7]=[C:8]([C:11]3[CH:12]=[N:13][CH:14]=[CH:15][CH:16]=3)[CH:9]=2)[N:4]([CH2:17][O:18][CH2:19][CH2:20][Si:21]([CH3:24])([CH3:23])[CH3:22])[N:3]=1.[CH3:25][N:26]1[CH:30]=[CH:29][C:28](B2OC(C)(C)C(C)(C)O2)=[N:27]1.C([O-])(=O)C.[K+].O>C(=O)([O-])[O-].[Na+].[Na+].C1C=CC(P(C2C=CC=CC=2)[C-]2C=CC=C2)=CC=1.C1C=CC(P(C2C=CC=CC=2)[C-]2C=CC=C2)=CC=1.Cl[Pd]Cl.[Fe+2].C(#N)C>[CH3:25][N:26]1[CH:30]=[CH:29][C:28]([C:2]2[C:10]3[C:5](=[CH:6][N:7]=[C:8]([C:11]4[CH:12]=[N:13][CH:14]=[CH:15][CH:16]=4)[CH:9]=3)[N:4]([CH2:17][O:18][CH2:19][CH2:20][Si:21]([CH3:24])([CH3:23])[CH3:22])[N:3]=2)=[N:27]1 |f:2.3,5.6.7,8.9.10.11|. Product: CN1N=C(C=C1)C1=NN(C2=CN=C(C=C21)C=2C=NC=CC2)COCC[Si](C)(C)C (3-(1-methyl-1H-pyrazol-3-yl)-5-(pyridin-3-yl)-1-((2-(trimethylsilyl)ethoxy)methyl)-1H-pyrazolo[3,4-c]pyridine). Reported procedure: In a microwave reaction vials was charged with 3-iodo-5-(pyridin-3-yl)-1-((2-(trimethylsilyl)ethoxy)methyl)-1H-pyrazolo[3,4-c]pyridine (49.10 mg, 0.11 mmol), 1-methyl-3-(4,4,5,5-tetramethyl-1,3,2-dioxaborolan-2-yl)-1H-pyrazole (33.19 mg, 0.16 mmol), 1,1′-Bis(diphenylphosphino)ferrocenepalladium (II) chloride (8.68 mg, 0.011 mmol), 1.00 M of Potassium acetate in Water (0.16 mL, 0.16 mmol), 1.00 M of Sodium carbonate in Water (0.16 mL, 0.16 mmol), and Acetonitrile (3 mL). The reaction mixture was ... The reactants are ClCCCC(=O)NC1=C(C=CC=C1)NC1=CC=CC=C1 (4-chloro-N-(2-anilinophenyl)butyramide), O.C1(=CC=C(C=C1)S(=O)(=O)O)C (p-toluenesulfonic acid monohydrate). Run in C1(=CC=CC=C1)C (toluene), ClCCl (dichloromethane). Yields the product ClCCCC1=NC2=C(N1C1=CC=CC=C1)C=CC=C2 (2-(3-chloropropyl)-1-phenyl-1H-benzimidazole). Isolated yield 31.6%. As a reaction SMILES: [Cl:1][CH2:2][CH2:3][CH2:4][C:5]([NH:7][C:8]1[CH:13]=[CH:12][CH:11]=[CH:10][C:9]=1[NH:14][C:15]1[CH:20]=[CH:19][CH:18]=[CH:17][CH:16]=1)=O.O.C1(C)C=CC(S(O)(=O)=O)=CC=1>C1(C)C=CC=CC=1.ClCCl>[Cl:1][CH2:2][CH2:3][CH2:4][C:5]1[N:14]([C:15]2[CH:20]=[CH:19][CH:18]=[CH:17][CH:16]=2)[C:9]2[CH:10]=[CH:11][CH:12]=[CH:13][C:8]=2[N:7]=1 |f:1.2|. Procedure: A solution of 4-chloro-N-(2-anilinophenyl)butyramide (0.5 g) and p-toluenesulfonic acid monohydrate (33 mg) in toluene (15 ml) was refluxed for 1.5 hours. Toluene was removed under reduced pressure to afford a residue, which was dissolved in dichloromethane (20 ml), washed with a saturated aqueous solution of sodium bicarbonate and water in turn and dried over magnesium sulfate. Removal of the solvent under reduced pressure afforded an oily residue, which was subjected to column chromatography o... The reactants are Brc1ccc(I)nc1, O=C([O-])[O-], C1COCCO1, CO, OB(O)Oc1ccc(Cl)cc1, [Na+], [Na+]. Product: Clc1ccc(-c2ccc(Br)cn2)cc1. Reaction SMILES: [Br:7][c:8]1[cH:9][cH:10][c:11]([I:14])[n:12][cH:13]1.[C:1](=[O:2])([O-:3])[O-:4].[CH2:26]1[O:27][CH2:28][CH2:29][O:30][CH2:31]1.[CH3:32][OH:33].[Cl:15][c:16]1[cH:17][cH:18][c:19]([O:22][B:23]([OH:24])[OH:25])[cH:20][cH:21]1.[Na+:5].[Na+:6]>>[Br:7][c:8]1[cH:9][cH:10][c:11](-[c:19]2[cH:18][cH:17][c:16]([Cl:15])[cH:21][cH:20]2)[n:12][cH:13]1. Starting materials: CC(C)(C)OC(=O)N1CCC(C(C)(C)S(=O)(=O)c2cccc(C(F)(F)F)c2)CC1, CCOC(C)=O, Cl. Yields the product CC(C)(C1CCNCC1)S(=O)(=O)c1cccc(C(F)(F)F)c1. As a reaction SMILES: [CH3:1][C:2]([CH3:3])([S:4](=[O:5])(=[O:6])[c:7]1[cH:8][c:9]([C:13]([F:14])([F:15])[F:16])[cH:10][cH:11][cH:12]1)[CH:17]1[CH2:18][CH2:19][N:20]([C:23]([O:24][C:25]([CH3:26])([CH3:27])[CH3:28])=[O:29])[CH2:21][CH2:22]1.[CH3:31][CH2:32][O:33][C:34](=[O:35])[CH3:36].[ClH:30]>>[CH3:1][C:2]([CH3:3])([S:4](=[O:5])(=[O:6])[c:7]1[cH:8][c:9]([C:13]([F:14])([F:15])[F:16])[cH:10][cH:11][cH:12]1)[CH:17]1[CH2:18][CH2:19][NH:20][CH2:21][CH2:22]1.